This data is from the Open Reaction Database (ORD), a public repository of structured organic reaction records. The task is: describe an organic reaction: reactants, conditions, products, and yield The reactants are [C@@H]1(C[C@H](O)[C@H](O1)CO)N1C=C(C2=C1N=C(NC2=O)NC(C(C)C)=O)I (7-(2-Deoxy-β-D-erythropentofuranosyl)-5-iodo-2-isobutyrylamino-3,7-dihydro-4H-pyrrolo[2,3-d]pyrimidin-4-one), COC1=CC=C(C(C2=CC=C(C=C2)OC)(C2=CC=CC=C2)Cl)C=C1 (4,4′-dimethoxytrityl chloride), CO (MeOH), C(=O)(O)[O-].[Na+] (NaHCO3). The solvent is N1=CC=CC=C1 (pyridine). Reaction conditions: time 8 hour. Product: COC1=CC=C(C(C2=CC=C(C=C2)OC)(C2=CC=CC=C2)OC[C@@H]2[C@H](C[C@@H](O2)N2C=C(C3=C2N=C(NC3=O)NC(C(C)C)=O)I)O)C=C1 (7-(2-Deoxy-5-O-(4,4′-dimethoxytrityl)-β-D-erythropentofuranosyl]-5-iodo-2-isobutyrylamino-3,7-dihydro-4H-pyrrolo[2,3-d]pyrimidin-4-one). Reaction SMILES: [C@@H:1]1([N:9]2[C:13]3[N:14]=[C:15]([NH:19][C:20](=[O:24])[CH:21]([CH3:23])[CH3:22])[NH:16][C:17](=[O:18])[C:12]=3[C:11]([I:25])=[CH:10]2)[O:6][C@H:5]([CH2:7][OH:8])[C@@H:3]([OH:4])[CH2:2]1.[CH3:26][O:27][C:28]1[CH:49]=[CH:48][C:31]([C:32](Cl)([C:41]2[CH:46]=[CH:45][CH:44]=[CH:43][CH:42]=2)[C:33]2[CH:38]=[CH:37][C:36]([O:39][CH3:40])=[CH:35][CH:34]=2)=[CH:30][CH:29]=1.CO.C([O-])(O)=O.[Na+]>N1C=CC=CC=1>[CH3:40][O:39][C:36]1[CH:35]=[CH:34][C:33]([C:32]([O:8][CH2:7][C@H:5]2[O:6][C@@H:1]([N:9]3[C:13]4[N:14]=[C:15]([NH:19][C:20](=[O:24])[CH:21]([CH3:22])[CH3:23])[NH:16][C:17](=[O:18])[C:12]=4[C:11]([I:25])=[CH:10]3)[CH2:2][C@@H:3]2[OH:4])([C:41]2[CH:42]=[CH:43][CH:44]=[CH:45][CH:46]=2)[C:31]2[CH:48]=[CH:49][C:28]([O:27][CH3:26])=[CH:29][CH:30]=2)=[CH:38][CH:37]=1 |f:3.4|. Reported procedure: Compound (59) is repeatedly dried by evaporating off anhydrous pyridine. 400 mg (0.87 mmol) of compound (59) which has been dried in this way are dissolved in 5 ml of anhydrous pyridine. After adding 4,4′-dimethoxytrityl chloride (328 mg, 0.95 mmol) at room temperature, the reaction mixture is stirred overnight. MeOH (3 ml) and 5% aq. NaHCO3 (30 ml) are then added. The aqueous phase is extracted 3 times with CH2Cl2. The organic phase is dried (Na2SO4) and evaporated, and the residue is subjected...